This data is from the Open Reaction Database (ORD), a public repository of structured organic reaction records. The task is: describe an organic reaction: reactants, conditions, products, and yield Starting materials: CCOC(=O)c1coc(C=Cc2ccc(C(F)(F)F)cc2)n1, C1CCOC1, Cl, [Na+], [OH-], O. The product is O=C(O)c1coc(C=Cc2ccc(C(F)(F)F)cc2)n1. RXN SMILES: [CH2:1]([CH3:2])[O:3][C:4](=[O:5])[c:6]1[n:7][c:8]([CH:11]=[CH:12][c:13]2[cH:14][cH:15][c:16]([C:19]([F:20])([F:21])[F:22])[cH:17][cH:18]2)[o:9][cH:10]1.[CH2:27]1[O:28][CH2:29][CH2:30][CH2:31]1.[ClH:26].[Na+:24].[OH-:23].[OH2:25]>>[O:3]=[C:4]([OH:5])[c:6]1[n:7][c:8]([CH:11]=[CH:12][c:13]2[cH:14][cH:15][c:16]([C:19]([F:20])([F:21])[F:22])[cH:17][cH:18]2)[o:9][cH:10]1.